This data is from the Open Reaction Database (ORD), a public repository of structured organic reaction records. The task is: describe an organic reaction: reactants, conditions, products, and yield Reactants: CC1=CC=C(C(=O)O)C=C1 (4-Methylbenzoic acid), C(=O)(C=1NC=CN1)C=1NC=CN1 (carbonyl di-imidazole), NC1=C(N=C(S1)C1=CC=NC=C1)C(=O)N (5-amino-2-pyridin-4-yl-thiazole-4-carboxylic acid amide). Run in CN(C)C=O (DMF). Conditions: temperature 90 celsius, time 1 hour. Product: CC1=CC=C(C(=O)NC2=C(N=C(S2)C2=CC=NC=C2)C(=O)N)C=C1 (5-(4-methyl-benzoylamino)-2-pyridin-4-yl-thiazole-4-carboxylic acid amide). Isolated yield 26.0%. RXN SMILES: [CH3:1][C:2]1[CH:10]=[CH:9][C:5]([C:6]([OH:8])=O)=[CH:4][CH:3]=1.C(C1NC=CN=1)(C1NC=CN=1)=O.[NH2:23][C:24]1[S:28][C:27]([C:29]2[CH:34]=[CH:33][N:32]=[CH:31][CH:30]=2)=[N:26][C:25]=1[C:35]([NH2:37])=[O:36]>CN(C=O)C>[CH3:1][C:2]1[CH:3]=[CH:4][C:5]([C:6]([NH:23][C:24]2[S:28][C:27]([C:29]3[CH:34]=[CH:33][N:32]=[CH:31][CH:30]=3)=[N:26][C:25]=2[C:35]([NH2:37])=[O:36])=[O:8])=[CH:9][CH:10]=1. Procedure details: 4-Methylbenzoic acid (0.054 g, 0.0004 mol) and carbonyl di-imidazole (CDI) (0.097 g 0.0006 mol), are dissolved in dry DMF (2 ml) and stirred at 90° C. for 1 hr, then 5-amino-2-pyridin-4-yl-thiazole-4-carboxylic acid amide (0.05 g, 0.0002 mol) is added and the mixture is stirred overnight at 90° C. After the completion of the reaction is evidenced from TLC, solvent is evaporated and the crude product is purified by silica gel column chromatography to afford 17.6 mg 5-(4-methyl-benzoylamino)-2-pyr... Starting materials: CC(C)(C)OC(=O)NCCC(=O)NCc1cccc2c1C(=O)N(C1CCC(=O)NC1=O)C2=O, ClCCl, Cl, C1COCCO1. Product: Cl, NCCC(=O)NCc1cccc2c1C(=O)N(C1CCC(=O)NC1=O)C2=O. As a reaction SMILES: [C:2]([O:3][C:4](=[O:5])[NH:9][CH2:10][CH2:11][C:12](=[O:13])[NH:14][CH2:15][c:16]1[c:17]2[c:21]([cH:22][cH:23][cH:24]1)[C:20](=[O:25])[N:19]([CH:26]1[C:27](=[O:33])[NH:28][C:29](=[O:32])[CH2:30][CH2:31]1)[C:18]2=[O:34])([CH3:6])([CH3:7])[CH3:8].[Cl:41][CH2:42][Cl:43].[ClH:1].[O:35]1[CH2:36][CH2:37][O:38][CH2:39][CH2:40]1>>[ClH:1].[NH2:9][CH2:10][CH2:11][C:12](=[O:13])[NH:14][CH2:15][c:16]1[c:17]2[c:21]([cH:22][cH:23][cH:24]1)[C:20](=[O:25])[N:19]([CH:26]1[C:27](=[O:33])[NH:28][C:29](=[O:32])[CH2:30][CH2:31]1)[C:18]2=[O:34]. Reactants: ClC1=C(C(N(C2=NC=CC=C12)C)=O)[N+](=O)[O-] (4-chloro-1-methyl-3-nitro-1H-[1,8]naphthyridin-2-one), N (ammonia). The solvent is C1CCOC1 (THF). Reaction conditions: temperature 20 celsius. Yields the product NC1=C(C(N(C2=NC=CC=C12)C)=O)[N+](=O)[O-] (4-amino-1-methyl-3-nitro-1H-[1,8]naphthyridin-2-one). The yield is 95.4%. As a reaction SMILES: Cl[C:2]1[C:11]2[C:6](=[N:7][CH:8]=[CH:9][CH:10]=2)[N:5]([CH3:12])[C:4](=[O:13])[C:3]=1[N+:14]([O-:16])=[O:15].[NH3:17]>C1COCC1>[NH2:17][C:2]1[C:11]2[C:6](=[N:7][CH:8]=[CH:9][CH:10]=2)[N:5]([CH3:12])[C:4](=[O:13])[C:3]=1[N+:14]([O-:16])=[O:15]. Reported procedure: A solution of 4-chloro-1-methyl-3-nitro-1H-[1,8]naphthyridin-2-one (1.54 g, 6.43 mmol) (J. Med. Chem. 1992, 35, 2863–2870) in 40 mL of THF was treated with 7.2 mL of 28% aqueous ammonia (6.4 g, 51 mmol). After stirring at 20° C. 17 h, the solvent was evaporated under reduced pressure and water was added to the residue. The resulting precipitate was filtered and washed with water to give to give 4-amino-1-methyl-3-nitro-1H-[1,8]naphthyridin-2-one (1.35 g, 96% yield). 1H-NMR (DMSO): δ 8.74 (m, 2H)... Starting materials: C(C1=CC=CC=C1)(=O)NC(NC1=NC=C(C(=C1)OC=1C=C(C(=O)OCC)C=CC1Cl)Br)=S (ethyl 3-(2-(3-benzoylthioureido)-5-bromopyridin-4-yloxy)-4-chlorobenzoate), C([O-])([O-])=O.[K+].[K+] (Potassium carbonate). Run in C(C)O (ethanol). Reaction conditions: temperature 40 celsius, time 6 hour. Yields the product BrC=1C(=CC(=NC1)NC(=S)N)OC=1C=C(C(=O)OCC)C=CC1Cl (ethyl 3-(5-bromo-2-thioureidopyridin-4-yloxy)-4-chlorobenzoate). Isolated yield 55.3%. As a reaction SMILES: C([NH:9][C:10](=[S:32])[NH:11][C:12]1[CH:17]=[C:16]([O:18][C:19]2[CH:20]=[C:21]([CH:27]=[CH:28][C:29]=2[Cl:30])[C:22]([O:24][CH2:25][CH3:26])=[O:23])[C:15]([Br:31])=[CH:14][N:13]=1)(=O)C1C=CC=CC=1.C(=O)([O-])[O-].[K+].[K+]>C(O)C>[Br:31][C:15]1[C:16]([O:18][C:19]2[CH:20]=[C:21]([CH:27]=[CH:28][C:29]=2[Cl:30])[C:22]([O:24][CH2:25][CH3:26])=[O:23])=[CH:17][C:12]([NH:11][C:10]([NH2:9])=[S:32])=[N:13][CH:14]=1 |f:1.2.3|. Procedure: A flask was charged with ethyl 3-(2-(3-benzoylthioureido)-5-bromopyridin-4-yloxy)-4-chlorobenzoate (1.37 g, 2.56 mmol), Potassium carbonate (0.496 g, 3.59 mmol) and ethanol (50 mL). The reaction mixture was stirred at 40° C. for 6 hours and then concentrated. The crude material was purified by silica gel column chromatography eluting with 10% ethyl acetate in hexanes to give the desired product (0.61 g, 54% yield) as white solid. Reaction SMILES: C([Li])CCC.C(NC(C)C)(C)C.[Br:13][C:14]1[CH:19]=[CH:18][C:17]([Br:20])=[CH:16][N:15]=1.[F:21][C:22]1[CH:29]=[CH:28][C:27]([F:30])=[CH:26][C:23]=1[CH:24]=[O:25]>CCCCCC.O.O1CCCC1>[Br:13][C:14]1[CH:19]=[C:18]([CH:24]([C:23]2[CH:26]=[C:27]([F:30])[CH:28]=[CH:29][C:22]=2[F:21])[OH:25])[C:17]([Br:20])=[CH:16][N:15]=1. Reaction conditions: time 1 hour. The product is BrC1=NC=C(C(=C1)C(O)C1=C(C=CC(=C1)F)F)Br (2,5-Dibromo-4-[(2,5-difluorophenyl)hydroxymethyl]pyridine). Run in CCCCCC (hexane), O1CCCC1 (tetrahydrofuran), CCCCCC (hexane), O1CCCC1 (tetrahydrofuran), O (water). Reactants: FC1=C(C=O)C=C(C=C1)F (2,5-difluorobenzaldehyde), C(CCC)[Li] (n-butyl lithium), C(C)(C)NC(C)C (diisopropylamine), BrC1=NC=C(C=C1)Br (2,5-dibromopyridine). Yield: 52.0%. Procedure: Under an argon atmosphere, n-butyl lithium (a 1.59M hexane solution, 76 ml, 121 mmol) was added to a tetrahydrofuran (400 ml) solution of diisopropylamine (17 ml, 121 mmol) at −70° C. The reaction mixture was stirred for 1 hour. To the reaction mixture was added dropwise a tetrahydrofuran (100 ml) solution of 2,5-dibromopyridine and the resulting mixture was stirred for 2 hours. To the reaction mixture was added dropwise 2,5-difluorobenzaldehyde (15 ml, 139 mmol) and the mixture was stirred for ... Reactants: C([O-])(O)=O.[Na+] (sodium bicarbonate), COC(=O)N1CCC(CC1)N1CCC(CC1)N1C(NC2=C1C=CC=C2)=O (1-[1-(1-Methoxycarbonylpiperidin-4-yl)piperidin-4-yl]-1,3-di-hydro-2H-benzimidazol-2-one), C([O-])(O)=O.[Na+] (sodium bicarbonate), [H-].[Na+] (sodium hydride), C(C#C)Br (propargyl bromide). The solvent is C(Cl)(Cl)Cl (chloroform), CN(C=O)C (dimethylformamide). Run at time 30 minute. Product: COC(=O)N1CCC(CC1)N1CCC(CC1)N1C(N(C2=C1C=CC=C2)CC#C)=O (1-[1-(1-methoxycarbonylpiperidin-4-yl)-piperidin-4-yl]-3-(2-propinyl)-1,3-dihydro-2H-benzimidazol-2-one). RXN SMILES: [CH3:1][O:2][C:3]([N:5]1[CH2:10][CH2:9][CH:8]([N:11]2[CH2:16][CH2:15][CH:14]([N:17]3[C:21]4[CH:22]=[CH:23][CH:24]=[CH:25][C:20]=4[NH:19][C:18]3=[O:26])[CH2:13][CH2:12]2)[CH2:7][CH2:6]1)=[O:4].[H-].[Na+].[CH2:29](Br)[C:30]#[CH:31].C(=O)(O)[O-].[Na+]>CN(C)C=O.C(Cl)(Cl)Cl>[CH3:1][O:2][C:3]([N:5]1[CH2:10][CH2:9][CH:8]([N:11]2[CH2:16][CH2:15][CH:14]([N:17]3[C:21]4[CH:22]=[CH:23][CH:24]=[CH:25][C:20]=4[N:19]([CH2:31][C:30]#[CH:29])[C:18]3=[O:26])[CH2:13][CH2:12]2)[CH2:7][CH2:6]1)=[O:4] |f:1.2,4.5|. Procedure: 1-[1-(1-Methoxycarbonylpiperidin-4-yl)piperidin-4-yl]-1,3-di-hydro-2H-benzimidazol-2-one (28 mg) as synthesized by the method of Referential Example 1 was dissolved in 5 ml of dimethylformamide, and to which 2.0 mg of sodium hydride was added under cooling with ice, followed by 30 minutes' stirring. Ten(10) mg of propargyl bromide was added to the reaction liquid which was stirred for further 3 hours at room temperature. After adding saturated aqueous sodium bicarbonate solution and concentratin... Starting materials: CCCC[N+](CCCC)(CCCC)CCCC, C1CCOC1, CCOC(C)=O, Cn1cc(-c2cn(COCC[Si](C)(C)C)c3ncc(OCC4CC4)cc23)cn1, [F-], [Na+], O=C([O-])O. Yields the product Cn1cc(-c2c[nH]c3ncc(OCC4CC4)cc23)cn1. As a reaction SMILES: [CH2:30]([N+:31]([CH2:32][CH2:33][CH2:34][CH3:35])([CH2:36][CH2:37][CH2:38][CH3:39])[CH2:40][CH2:41][CH2:42][CH3:43])[CH2:44][CH2:45][CH3:46].[CH2:58]1[O:59][CH2:60][CH2:61][CH2:62]1.[CH3:47][CH2:48][O:49][C:50]([CH3:51])=[O:52].[CH:1]1([CH2:4][O:5][c:6]2[cH:7][c:8]3[c:9]([n:10][cH:11]2)[n:12]([CH2:21][O:22][CH2:23][CH2:24][Si:25]([CH3:26])([CH3:27])[CH3:28])[cH:13][c:14]3-[c:15]2[cH:16][n:17][n:18]([CH3:20])[cH:19]2)[CH2:2][CH2:3]1.[F-:29].[Na+:57].[O-:53][C:54]([OH:55])=[O:56]>>[CH:1]1([CH2:4][O:5][c:6]2[cH:7][c:8]3[c:9]([n:10][cH:11]2)[nH:12][cH:13][c:14]3-[c:15]2[cH:16][n:17][n:18]([CH3:20])[cH:19]2)[CH2:2][CH2:3]1. The reactants are CCO, O=[N+]([O-])c1cc(C(F)(F)F)ccc1O, O=[Pt]. Product: Nc1cc(C(F)(F)F)ccc1O. Reaction SMILES: [CH3:15][CH2:16][OH:17].[N+:1]([O-:2])(=[O:3])[c:4]1[c:5]([OH:14])[cH:6][cH:7][c:8]([C:10]([F:11])([F:12])[F:13])[cH:9]1.[Pt:18]=[O:19]>>[NH2:1][c:4]1[c:5]([OH:14])[cH:6][cH:7][c:8]([C:10]([F:11])([F:12])[F:13])[cH:9]1. Reactants: CC1=NC2=C(C=C(C=C2C(=C1)Cl)Cl)Cl (2-methyl-4,6,8-trichloro-quinoline), [Na] (sodium), N1N=CN=C1 (1,2,4-triazole), CN(C=O)C (dimethyl formamide). Run in O (water). Conditions: temperature 100 celsius, time 25 hour. Yields the product N1(N=CN=C1)C1=CC(=NC2=C(C=C(C=C12)Cl)Cl)C (4-(1H-1,2,4-triazole-1-yl)-2-methyl-6,8-dichloro-quinoline). Isolated yield 93.0%. As a reaction SMILES: [CH3:1][C:2]1[CH:11]=[C:10](Cl)[C:9]2[C:4](=[C:5]([Cl:14])[CH:6]=[C:7]([Cl:13])[CH:8]=2)[N:3]=1.[Na].[NH:16]1[CH:20]=[N:19][CH:18]=[N:17]1.CN(C)C=O>O>[N:16]1([C:10]2[C:9]3[C:4](=[C:5]([Cl:14])[CH:6]=[C:7]([Cl:13])[CH:8]=3)[N:3]=[C:2]([CH3:1])[CH:11]=2)[CH:20]=[N:19][CH:18]=[N:17]1 |^1:14|. Procedure details: A mixture of 2.46 g of 2-methyl-4,6,8-trichloro-quinoline, 1.82 g of the sodium salt of 1,2,4-triazole and 10 ml of dimethyl formamide is stirred at 100° C. for 25 hours whereupon the reaction mixture is poured into 100 ml of water. The precipitated product is filtered. Thus 2.59 g of the desired compound are obtained, yield 93%. Mp.: 220°-222° C.